This data is from the Open Reaction Database (ORD), a public repository of structured organic reaction records. The task is: describe an organic reaction: reactants, conditions, products, and yield Reactants: ClS(=O)(=O)O (ClSO3H), CC=1C=C(OCC(=O)O)C=C(C1)C (2-(3,5-dimethylphenoxy)acetic acid), O (Water), C1CCOC1 (THF). Solvent: C(Cl)Cl (DCM), C(Cl)Cl (DCM). Run at temperature 0 celsius, time 0.5 hour. Product: ClS(=O)(=O)C1=C(C=C(OCC(=O)O)C=C1C)C (2-(4-(Chlorosulfonyl)-3,5-dimethylphenoxy)acetic acid). Isolated yield 29.9%. Reaction SMILES: [CH3:1][C:2]1[CH:3]=[C:4]([CH:10]=[C:11]([CH3:13])[CH:12]=1)[O:5][CH2:6][C:7]([OH:9])=[O:8].[Cl:14][S:15](O)(=[O:17])=[O:16].O.C1COCC1>C(Cl)Cl>[Cl:14][S:15]([C:12]1[C:11]([CH3:13])=[CH:10][C:4]([O:5][CH2:6][C:7]([OH:9])=[O:8])=[CH:3][C:2]=1[CH3:1])(=[O:17])=[O:16]. Procedure details: Referring to FIG. 37, to a solution of 2-(3,5-dimethylphenoxy)acetic acid (13 g, 72 mmol) in DCM (130 mL) was added dropwise a solution of ClSO3H (19.2 g, 166 mmol) in DCM (20 mL) at 0° C. The reaction mixture was stirred at 0° C. for 0.5 h. Water (100 mL) and THF (30 mL) were added and the resulting mixture was stirred for 5 min The two layers were separated and the organic layer was washed with brine (100 mL), dried over anhydrous Na2SO4 and concentrated under reduced pressure to give product ... Reactants: CC(C)(C)OC(=O)c1ccc(Nc2cnc(OC(C(F)(F)F)C(F)(F)F)c(Cl)c2)cc1, ClCCl, O=C(O)C(F)(F)F. Product: O=C(O)c1ccc(Nc2cnc(OC(C(F)(F)F)C(F)(F)F)c(Cl)c2)cc1. Reaction SMILES: [Cl:1][c:2]1[cH:3][c:4]([NH:18][c:19]2[cH:20][cH:21][c:22]([C:23](=[O:24])[O:25][C:26]([CH3:27])([CH3:28])[CH3:29])[cH:30][cH:31]2)[cH:5][n:6][c:7]1[O:8][CH:9]([C:10]([F:11])([F:12])[F:13])[C:14]([F:15])([F:16])[F:17].[Cl:39][CH2:40][Cl:41].[OH:32][C:33]([C:34]([F:35])([F:36])[F:37])=[O:38]>>[Cl:1][c:2]1[cH:3][c:4]([NH:18][c:19]2[cH:20][cH:21][c:22]([C:23](=[O:24])[OH:25])[cH:30][cH:31]2)[cH:5][n:6][c:7]1[O:8][CH:9]([C:10]([F:11])([F:12])[F:13])[C:14]([F:15])([F:16])[F:17].